Dataset: the Open Reaction Database (ORD), a public repository of structured organic reaction records. Task: describe an organic reaction: reactants, conditions, products, and yield RXN SMILES: [CH3:30][OH:31].[CH3:32][CH2:33][O:34][C:35](=[O:36])[CH3:37].[ClH:1].[NH2:2][CH2:3][CH:4]1[O:5][CH:6]([c:24]2[cH:25][cH:26][cH:27][cH:28][cH:29]2)[CH2:7][c:8]2[c:9]1[cH:10][cH:11][c:12]([O:22][CH3:23])[c:13]2[O:14][CH2:15][c:16]1[cH:17][cH:18][cH:19][cH:20][cH:21]1>>[NH2:2][CH2:3][CH:4]1[O:5][CH:6]([c:24]2[cH:25][cH:26][cH:27][cH:28][cH:29]2)[CH2:7][c:8]2[c:9]1[cH:10][cH:11][c:12]([O:22][CH3:23])[c:13]2[OH:14]. The product is COc1ccc2c(c1O)CC(c1ccccc1)OC2CN. Starting materials: CO, CCOC(C)=O, Cl, COc1ccc2c(c1OCc1ccccc1)CC(c1ccccc1)OC2CN. Reported procedure: To the solution of 5-(4-chloro-phenyl)-2-(2-difluoromethoxy-phenyl)-2,3-dihydro-[1,3,4]thiadiazole is added DIEA (0.16 mmol) and 2-fluorobenzoyl chloride (0.16 mmol) and the reaction mixture is stirred for 12 hours at room temperature. After evaporation of the solvent, the residue is purified by automated chromatography (hexane/EtOAc) to give 5-(4-chloro-phenyl)-2-(2-difluoromethoxy-phenyl)-[1,3,4]thiadiazol-3-yl]-(2-fluoro-phenyl)-methanone: 1H NMR (400 MHz, CDCl3) δ 7.39-7.35 (m, 1H), 7.34-7.2... Reaction SMILES: ClC1C=CC(C2SC(C3C=CC=CC=3OC(F)F)NN=2)=CC=1.CCN(C(C)C)C(C)C.[F:32][C:33]1[CH:41]=[CH:40][CH:39]=[CH:38][C:34]=1[C:35](Cl)=[O:36]>>[F:32][C:33]1[CH:41]=[CH:40][CH:39]=[CH:38][C:34]=1[CH:35]=[O:36]. Conditions: time 12 hour. The product is FC1=C(C=CC=C1)C=O ((2-fluoro-phenyl)-methanone). Starting materials: ClC1=CC=C(C=C1)C1=NNC(S1)C1=C(C=CC=C1)OC(F)F (5-(4-chloro-phenyl)-2-(2-difluoromethoxy-phenyl)-2,3-dihydro-[1,3,4]thiadiazole), CCN(C(C)C)C(C)C (DIEA), FC1=C(C(=O)Cl)C=CC=C1 (2-fluorobenzoyl chloride).